This data is from the Open Reaction Database (ORD), a public repository of structured organic reaction records. The task is: describe an organic reaction: reactants, conditions, products, and yield The reactants are C(C)(C)(C)OC(=O)N1CCC(CC1)(C#N)NC(C1=CC=C(C=C1)Cl)=O (4-(4-chloro-benzoylamino)-4-cyano-piperidine-1-carboxylic acid tert-butyl ester). Run in Cl (HCl), O1CCOCC1 (dioxane). Product: Cl.ClC1=CC=C(C(=O)NC2(CCNCC2)C#N)C=C1 (4-Chloro-N-(4-cyano-piperidin-4-yl)-benzamide hydrochloride). RXN SMILES: C(OC([N:8]1[CH2:13][CH2:12][C:11]([NH:16][C:17](=[O:25])[C:18]2[CH:23]=[CH:22][C:21]([Cl:24])=[CH:20][CH:19]=2)([C:14]#[N:15])[CH2:10][CH2:9]1)=O)(C)(C)C>Cl.O1CCOCC1>[ClH:24].[Cl:24][C:21]1[CH:22]=[CH:23][C:18]([C:17]([NH:16][C:11]2([C:14]#[N:15])[CH2:10][CH2:9][NH:8][CH2:13][CH2:12]2)=[O:25])=[CH:19][CH:20]=1 |f:3.4|. Procedure details: A solution of 4-(4-chloro-benzoylamino)-4-cyano-piperidine-1-carboxylic acid tert-butyl ester (0.23 g, 0.63 mmol) in 4 M HCl in dioxane (30 mL) was stirred at rt for 2 h. The solvent was removed under reduced pressure and the crude product used in the consecutive step without further purification assuming quantitative deprotection and formation of the hydrochloride salt. Note: The product is contaminated with some primary amide (partial hydrolysis of the nitrile). MS (ISP): 264.1 [M+H]+. Reactants: CN1C(=C(C2=CC=CC=C12)C1=CC=C(C=C1)[N+](=O)[O-])C(=O)N (1-methyl-3-(4-nitrophenyl)-1H-indole-2-carboxamide). Reagents/catalysts: [Pd] (palladium-on-charcoal). Run in CO (methanol). Reaction conditions: time 30 minute. Product: CN1C(=C(C2=CC=CC=C12)C1=CC=C(C=C1)N)C(=O)N (1-methyl-3-(4-aminophenyl)-1H-indole-2-carboxamide). Isolated yield 506.4%. As a reaction SMILES: [CH3:1][N:2]1[C:10]2[C:5](=[CH:6][CH:7]=[CH:8][CH:9]=2)[C:4]([C:11]2[CH:16]=[CH:15][C:14]([N+:17]([O-])=O)=[CH:13][CH:12]=2)=[C:3]1[C:20]([NH2:22])=[O:21]>[Pd].CO>[CH3:1][N:2]1[C:10]2[C:5](=[CH:6][CH:7]=[CH:8][CH:9]=2)[C:4]([C:11]2[CH:16]=[CH:15][C:14]([NH2:17])=[CH:13][CH:12]=2)=[C:3]1[C:20]([NH2:22])=[O:21]. Procedure: 0.2 g of 1-methyl-3-(4-nitrophenyl)-1H-indole-2-carboxamide and 0.14 g of 10% palladium-on-charcoal are added to 8 ml of methanol and the reaction mixture is hydrogenated under 5 bar for 4 hours and 30 minutes at 25° C. The reaction mixture is then filtered over a thin layer of silica gel and the filtrate is concentrated under reduced pressure, to give 0.91 g of 1-methyl-3-(4-aminophenyl)-1H-indole-2-carboxamide, the characteristics of which are as follows: Reactants: Br, N#Cc1cccnc1N1CCNCC1, CC(=O)CC(C)C, CCN(C(C)C)C(C)C, Nc1nc(-c2ccc(CCCCCl)cc2)cs1, [I-], [Na+], [Na+], [Na+], O=C([O-])[O-]. Product: N#Cc1cccnc1N1CCN(CCCCc2ccc(-c3csc(N)n3)cc2)CC1. As a reaction SMILES: [BrH:1].[C:19](#[N:20])[c:21]1[c:22]([N:27]2[CH2:28][CH2:29][NH:30][CH2:31][CH2:32]2)[n:23][cH:24][cH:25][cH:26]1.[CH3:50][C:51]([CH2:52][CH:53]([CH3:54])[CH3:55])=[O:56].[CH:33]([N:34]([CH:35]([CH3:36])[CH3:37])[CH2:38][CH3:39])([CH3:40])[CH3:41].[Cl:2][CH2:3][CH2:4][CH2:5][CH2:6][c:7]1[cH:8][cH:9][c:10](-[c:13]2[n:14][c:15]([NH2:18])[s:16][cH:17]2)[cH:11][cH:12]1.[I-:49].[Na+:42].[Na+:43].[Na+:48].[O-:44][C:45](=[O:46])[O-:47]>>[CH2:3]([CH2:4][CH2:5][CH2:6][c:7]1[cH:8][cH:9][c:10](-[c:13]2[n:14][c:15]([NH2:18])[s:16][cH:17]2)[cH:11][cH:12]1)[N:30]1[CH2:29][CH2:28][N:27]([c:22]2[c:21]([C:19]#[N:20])[cH:26][cH:25][cH:24][n:23]2)[CH2:32][CH2:31]1. The reactants are C([O-])([O-])=O.[K+].[K+] (potassium carbonate), C([C@@H](O)CC(=O)O)(=O)O (L-malic acid), C([C@@H](O)CC(=O)O)(=O)O (L-malic acid). Yield: 143.6%. Run in O (water). Reaction SMILES: [C:1]([OH:9])(=[O:8])[C@H:2]([CH2:4][C:5]([OH:7])=[O:6])[OH:3].C(=O)([O-])[O-].[K+:14].[K+]>O>[OH2:3].[C:1]([O-:9])(=[O:8])[C@H:2]([CH2:4][C:5]([OH:7])=[O:6])[OH:3].[K+:14] |f:1.2.3,5.6.7|. Yields the product O.C([C@@H](O)CC(=O)O)(=O)[O-].[K+] (monopotassium L-malate monohydrate). Procedure: 134.1 g (one mole) of L-malic acid are dissolved in 400 ml of water, and 84.3 g (0.61 mole) of potassium carbonate are added to the L-malic acid solution under stirring. The solution (pH 4.4) is concentrated under reduced pressure at 60° C. to make the total volume thereof about 250 ml. The concentrated aqueous solution is gradually cooled to 10° C. Then, the mixture thus obtained (i.e., the mixture of the concentrated aqueous solution and crystals precipitated) is stirred at the same temperatur... Run at temperature 10 celsius. Run at time 4 hour. The yield is 79.5%. Starting materials: OC1=C2C(CC3(CCCCC3)NC2=CC(=C1)O)=O (5,7-dihydroxyspiro[1,2,3,4-tetrahydroquinoline-2,1'-cyclohexan]-4-one), BrCC(=O)OCC (ethyl bromoacetate), C([O-])([O-])=O.[K+].[K+] (potassium carbonate). As a reaction SMILES: [OH:1][C:2]1[CH:16]=[C:15]([OH:17])[CH:14]=[C:13]2[C:3]=1[C:4](=[O:18])[CH2:5][C:6]1([NH:12]2)[CH2:11][CH2:10][CH2:9][CH2:8][CH2:7]1.Br[CH2:20][C:21]([O:23][CH2:24][CH3:25])=[O:22].C(=O)([O-])[O-].[K+].[K+]>C(#N)C>[OH:1][C:2]1[CH:16]=[C:15]([O:17][CH2:20][C:21]([O:23][CH2:24][CH3:25])=[O:22])[CH:14]=[C:13]2[C:3]=1[C:4](=[O:18])[CH2:5][C:6]1([NH:12]2)[CH2:11][CH2:10][CH2:9][CH2:8][CH2:7]1 |f:2.3.4|. The solvent is C(C)#N (acetonitrile). Reported procedure: A mixture of 5,7-dihydroxyspiro[1,2,3,4-tetrahydroquinoline-2,1'-cyclohexan]-4-one (prepared in Preparation 81) (0.247 g, 1.0 mmol), ethyl bromoacetate (0.184 g, 1.10 mmol), anhydrous potassium carbonate (0.207 g, 1.5 mmol), and dry acetonitrile (4 ml) is stirred at room temperature for 4 hours. The solvent is removed under reduced pressure and the residue is extracted with ethyl acetate and water. The ethyl acetate layer is separated, washed with water, dried, and the solvent is removed. The re... Yields the product OC1=C2C(CC3(CCCCC3)NC2=CC(=C1)OCC(=O)OCC)=O (ethyl 2-{(5-hydroxy-4-oxospiro [1,2,3,4-tetrahydroquinoline-2,1'-cyclohexan]-7-yl)oxy}acetate). The reactants are NC1=C(C=C(C=N1)C=1C=NN(C1)C(C(=O)O)C)C=1SC2=C(N1)C=CC=C2 (2-[4-(6-amino-5-benzothiazol-2-ylpyridin-3-yl)-pyrazol-1-yl]-propionic acid), N1CCOCC1 (morpholine), CN(C)C(=[N+](C)C)ON1C2=C(C=CC=C2)N=N1.[B-](F)(F)(F)F (TBTU), CCN(C(C)C)C(C)C (DIPEA), CN(C)C=O (DMF). The solvent is CCOC(=O)C (EtOAc). Conditions: time 10 minute. Product: NC1=C(C=C(C=N1)C=1C=NN(C1)C(C(=O)N1CCOCC1)C)C=1SC2=C(N1)C=CC=C2 (2-[4-(6-Amino-5-benzothiazol-2-ylpyridin-3-yl)-pyrazol-1-yl]-1-morpholin-4-ylpropan-1-one). RXN SMILES: [NH2:1][C:2]1[N:7]=[CH:6][C:5]([C:8]2[CH:9]=[N:10][N:11]([CH:13]([CH3:17])[C:14](O)=[O:15])[CH:12]=2)=[CH:4][C:3]=1[C:18]1[S:19][C:20]2[CH:26]=[CH:25][CH:24]=[CH:23][C:21]=2[N:22]=1.[NH:27]1[CH2:32][CH2:31][O:30][CH2:29][CH2:28]1.CN(C(ON1N=NC2C=CC=CC1=2)=[N+](C)C)C.[B-](F)(F)(F)F.CCN(C(C)C)C(C)C.CN(C=O)C>CCOC(C)=O>[NH2:1][C:2]1[N:7]=[CH:6][C:5]([C:8]2[CH:9]=[N:10][N:11]([CH:13]([CH3:17])[C:14]([N:27]3[CH2:32][CH2:31][O:30][CH2:29][CH2:28]3)=[O:15])[CH:12]=2)=[CH:4][C:3]=1[C:18]1[S:19][C:20]2[CH:26]=[CH:25][CH:24]=[CH:23][C:21]=2[N:22]=1 |f:2.3|. Procedure: A mixture of 2-[4-(6-amino-5-benzothiazol-2-ylpyridin-3-yl)-pyrazol-1-yl]-propionic acid (5.00 mg, 0.0142 mmol), morpholine (10.0 mg, 0.11 mmol), TBTU (9.14 mg, 0.0284 mmol), DIPEA (0.02 mL, 0.1 mmol) and DMF (2 mL, 0.03 mol) was stirred at rt for 10 min. The solution was transferred to a separatory funnel, diluted with EtOAc and washed 3× with water. The organic layer was concentrated in vacuo and loaded onto a prep TLC plate, eluting with 5% MeOH/DCM. The band containing the pure product was f... The reactants are FC(C1=CC=C(N)C=C1)(F)F (p-trifluoromethylaniline), BrC(C(=O)O)C(C)C (α-bromoisovaleric acid), C([O-])([O-])=O.[K+].[K+] (potassium carbonate), CN(C)P(=O)(N(C)C)N(C)C (HMPT), C([O-])([O-])=O.[K+].[K+] (potassium carbonate). Solvent: O (water). Conditions: time 1.5 hour. Product: FC(C1=CC=C(C=C1)N[C@@H](C(C)C)C(=O)O)(F)F (N-(4-trifluoromethylphenyl)valine). Reaction SMILES: [F:1][C:2]([F:11])([F:10])[C:3]1[CH:9]=[CH:8][C:6]([NH2:7])=[CH:5][CH:4]=1.Br[CH:13]([CH:17]([CH3:19])[CH3:18])[C:14]([OH:16])=[O:15].C(=O)([O-])[O-].[K+].[K+].CN(P(N(C)C)(N(C)C)=O)C>O>[F:1][C:2]([F:10])([F:11])[C:3]1[CH:9]=[CH:8][C:6]([NH:7][C@H:13]([C:14]([OH:16])=[O:15])[CH:17]([CH3:19])[CH3:18])=[CH:5][CH:4]=1 |f:2.3.4|. Reported procedure: A mixture of 5 g of p-trifluoromethylaniline, 2.25 g of α-bromoisovaleric acid and 2.0 g of potassium carbonate is heated at 100° for 1 hour. After 1.5 hour, 5 ml of HMPT is added and the mixture heated at 100° for 15 hr. The mixture is then poured into water and potassium carbonate added to about pH 11. The mixture is washed with ether, methylene chloride and the aqueous phase acidified to about pH 3 and washed with ether and concentrated. The residue is recrystallized from hexane/ether to yiel... The reactants are C1COCCO1, CC(=O)Nc1nc2ccc(B3OC(C)(C)C(C)(C)O3)cc2s1, Cc1cccc(S(=O)(=O)N(C)c2cccc(Cl)n2)c1, [Na+], [Na+], O=C([O-])[O-]. The product is CC(=O)Nc1nc2ccc(-c3cccc(N(C)S(=O)(=O)c4cccc(C)c4)n3)cc2s1. RXN SMILES: [CH2:48]1[O:49][CH2:50][CH2:51][O:52][CH2:53]1.[CH3:20][C:21]1([CH3:22])[C:23]([CH3:24])([CH3:25])[O:26][B:27]([c:28]2[cH:29][c:30]3[c:31]([n:32][c:33]([NH:35][C:36]([CH3:37])=[O:38])[s:34]3)[cH:39][cH:40]2)[O:41]1.[Cl:1][c:2]1[cH:3][cH:4][cH:5][c:6]([N:8]([S:9](=[O:10])(=[O:11])[c:12]2[cH:13][c:14]([CH3:18])[cH:15][cH:16][cH:17]2)[CH3:19])[n:7]1.[Na+:42].[Na+:43].[O-:44][C:45](=[O:46])[O-:47]>>[c:2]1(-[c:28]2[cH:29][c:30]3[c:31]([n:32][c:33]([NH:35][C:36]([CH3:37])=[O:38])[s:34]3)[cH:39][cH:40]2)[cH:3][cH:4][cH:5][c:6]([N:8]([S:9](=[O:10])(=[O:11])[c:12]2[cH:13][c:14]([CH3:18])[cH:15][cH:16][cH:17]2)[CH3:19])[n:7]1. Reactants: C(C)(=O)O.COP(=O)(CC(CC(C)C)C(N[C@@H](CC(C)C)C(NC)=O)=O)CN ((aminomethyl)[(RS)-4-methyl-2-[[(S)-3-methyl-1-(methylcarbamoyl)butyl]carbamoyl]pentyl]phosphinic acid methyl ester acetate), C1(=CC=CC=C1)/C=1/C(=O)OC(\C1)=O (phenylmaleic anhydride). Procedure: In a manner analogous to that described in Example 3(A), from 0.7 g of (aminomethyl)[(RS)-4-methyl-2-[[(S)-3-methyl-1-(methylcarbamoyl)butyl]carbamoyl]pentyl]phosphinic acid methyl ester acetate and 0.29 g of phenylmaleic anhydride, there was obtained 0.21 g of [(RS)-4-methyl-2-[[(S)-3-methyl-1-(methylcarbamoyl)butyl]carbamoyl]pentyl][(2-phenylmaleimido)methyl]phosphinic acid methyl ester in the form of a pale yellow foam. The product is COP(=O)(CN1C(C(=CC1=O)C1=CC=CC=C1)=O)CC(CC(C)C)C(N[C@@H](CC(C)C)C(NC)=O)=O ([(RS)-4-methyl-2-[[(S)-3-methyl-1-(methylcarbamoyl)butyl]carbamoyl]pentyl][(2-phenylmaleimido)methyl]phosphinic acid methyl ester). RXN SMILES: C(O)(=O)C.[CH3:5][O:6][P:7]([CH2:27][NH2:28])([CH2:9][CH:10]([C:15](=[O:26])[NH:16][C@H:17]([C:22](=[O:25])[NH:23][CH3:24])[CH2:18][CH:19]([CH3:21])[CH3:20])[CH2:11][CH:12]([CH3:14])[CH3:13])=[O:8].[C:29]1([C:35]2[C:36]([O:38][C:39](=O)[CH:40]=2)=[O:37])[CH:34]=[CH:33][CH:32]=[CH:31][CH:30]=1>>[CH3:5][O:6][P:7]([CH2:9][CH:10]([C:15](=[O:26])[NH:16][C@H:17]([C:22](=[O:25])[NH:23][CH3:24])[CH2:18][CH:19]([CH3:21])[CH3:20])[CH2:11][CH:12]([CH3:14])[CH3:13])([CH2:27][N:28]1[C:39](=[O:38])[CH:40]=[C:35]([C:29]2[CH:34]=[CH:33][CH:32]=[CH:31][CH:30]=2)[C:36]1=[O:37])=[O:8] |f:0.1|. The yield is 24.5%.